This data is from the Open Reaction Database (ORD), a public repository of structured organic reaction records. The task is: describe an organic reaction: reactants, conditions, products, and yield Starting materials: [BH4-], CCOC(=O)CC(C#N)(CC(=O)OCC)c1cccs1, Cl[Co]Cl, [Na+], O, O, O, O, O, O. Yields the product CCOC(=O)CC1(c2cccs2)CNC(=O)C1. Reaction SMILES: [BH4-:21].[CH2:1]([CH3:2])[O:3][C:4]([CH2:5][C:6]([CH2:7][C:8](=[O:9])[O:10][CH2:11][CH3:12])([c:13]1[s:14][cH:15][cH:16][cH:17]1)[C:18]#[N:19])=[O:20].[Co:29]([Cl:30])[Cl:31].[Na+:22].[OH2:23].[OH2:24].[OH2:25].[OH2:26].[OH2:27].[OH2:28]>>[CH2:1]([CH3:2])[O:3][C:4]([CH2:5][C:6]1([c:13]2[s:14][cH:15][cH:16][cH:17]2)[CH2:7][C:8](=[O:9])[NH:19][CH2:18]1)=[O:20]. Starting materials: BrN1C(CCC1=O)=O (N-Bromosuccinimide), FC1=CC=C(C=C1)C=1N=C(SC1)C (4-(4-fluorophenyl)-2-methylthiazole). The solvent is C(Cl)(Cl)(Cl)Cl (CCl4), C(Cl)Cl (CH2Cl2). Run at temperature 80 celsius. Product: BrCC=1SC=C(N1)C1=CC=C(C=C1)F (2-(bromomethyl)-4-(4-fluorophenyl)thiazole). The yield is 101.3%. RXN SMILES: [Br:1]N1C(=O)CCC1=O.[F:9][C:10]1[CH:15]=[CH:14][C:13]([C:16]2[N:17]=[C:18]([CH3:21])[S:19][CH:20]=2)=[CH:12][CH:11]=1>C(Cl)(Cl)(Cl)Cl.C(Cl)Cl>[Br:1][CH2:21][C:18]1[S:19][CH:20]=[C:16]([C:13]2[CH:12]=[CH:11][C:10]([F:9])=[CH:15][CH:14]=2)[N:17]=1. Reported procedure: N-Bromosuccinimide (3.22 g, 18.13 mmol) was added to a solution of 4-(4-fluorophenyl)-2-methylthiazole (3.5 g, 18.13 mmol) in CCl4 (30.0 mL) and the reaction was refluxed at 80° C. overnight. The reaction mixture was then diluted with CH2Cl2, washed with water and brine, dried over anhydrous Na2SO4, and concentrated under reduced pressure to yield crude 2-(bromomethyl)-4-(4-fluorophenyl)thiazole (5 g), which was carried through without further purification. 1H NMR (400 MHz, DMSO) δ 8.18 (s, 1H),... Starting materials: CC(=O)O, CN(C)CC1=C(c2cccc(O)c2)c2ccccc2SCC1, Cl, [Na+], [OH-], O, OO. Product: CN(C)CC1=C(c2cccc(O)c2)c2ccccc2S(=O)CC1, Cl. RXN SMILES: [CH3:24][C:25]([OH:26])=[O:27].[CH3:2][N:3]([CH3:4])[CH2:5][C:6]1=[C:7]([c:17]2[cH:18][c:19]([OH:23])[cH:20][cH:21][cH:22]2)[c:8]2[c:9]([cH:13][cH:14][cH:15][cH:16]2)[S:10][CH2:11][CH2:12]1.[ClH:1].[Na+:31].[OH-:30].[OH2:32].[OH:28][OH:29]>>[CH3:2][N:3]([CH3:4])[CH2:5][C:6]1=[C:7]([c:17]2[cH:18][c:19]([OH:23])[cH:20][cH:21][cH:22]2)[c:8]2[c:9]([cH:13][cH:14][cH:15][cH:16]2)[S:10](=[O:26])[CH2:11][CH2:12]1.[ClH:1]. The reactants are borax, OC=1C=C(C=CC1O)C[C@H](N)C(=O)O (3-(3,4-dihydroxyphenyl)-L-alanine), [OH-].[Na+] (sodium hydroxide), N[C@@H](C)C(=O)O (alanine), C(C1=CC=CC=C1)OC(=O)Cl (chloroformic acid benzyl ester), 2-N, [OH-].[Na+] (sodium hydroxide), 2-N, B(O)(O)O (boric acid). Solvent: O (water). Run at temperature 0 celsius, time 15 minute. Product: C(C1=CC=CC=C1)OC(=O)N[C@@H](CC1=CC(=C(C=C1)O)O)C(=O)O (N-benzyloxycarbonyl-3-(3,4-dihydroxyphenyl)-L-alanine). The yield is 97.2%. RXN SMILES: [OH:1][C:2]1[CH:3]=[C:4]([CH2:9][C@@H:10]([C:12]([OH:14])=[O:13])[NH2:11])[CH:5]=[CH:6][C:7]=1[OH:8].[OH-].[Na+].N[C@H](C(O)=O)C.B(O)(O)O.[CH2:27]([O:34][C:35](Cl)=[O:36])[C:28]1[CH:33]=[CH:32][CH:31]=[CH:30][CH:29]=1>O>[CH2:27]([O:34][C:35]([NH:11][C@H:10]([C:12]([OH:14])=[O:13])[CH2:9][C:4]1[CH:5]=[CH:6][C:7]([OH:8])=[C:2]([OH:1])[CH:3]=1)=[O:36])[C:28]1[CH:33]=[CH:32][CH:31]=[CH:30][CH:29]=1 |f:1.2|. Procedure: 77 g of 3-(3,4-dihydroxyphenyl)-L-alanine is added with stirring in an argon atmosphere to a suspension of 140 g of borax in 700 ml of water. The mixture is stirred for 15 minutes and then brought to pH 9 (pH meter) with 2-N aqueous sodium hydroxide. A boric acid complex forms in which the hydroxyl groups on the phenyl ring of the alanine derivative are esterified with boric acid. 77 g of chloroformic acid benzyl ester is subsequently added in portions of about 4 ml in the course of three hours ... Starting materials: N1=C(Cl)N=C(Cl)N=C1Cl (cyanuric chloride), C(C)(C)N (isopropylamine), [OH-].[Na+] (sodium hydroxide), CCNC1=NC(=NC(=N1)Cl)NC(C)C (atrazine). The product is ClC1=NC(=NC(=N1)Cl)NC(C)C (2,4-dichloro-6-isopropylamino-s-triazine). RXN SMILES: CCN[C:4]1[N:9]=[C:8]([Cl:10])[N:7]=[C:6]([NH:11][CH:12]([CH3:14])[CH3:13])[N:5]=1.N1C(Cl)=NC(Cl)=NC=1[Cl:17].C(N)(C)C.[OH-].[Na+]>>[Cl:10][C:8]1[N:9]=[C:4]([Cl:17])[N:5]=[C:6]([NH:11][CH:12]([CH3:14])[CH3:13])[N:7]=1 |f:3.4|. Procedure: In particular the preparation of atrazine is generally carried out by a discontinuous method, by reacting, in a first reaction stage, cyanuric chloride with isopropylamine in the presence of sodium hydroxide to give 2,4-dichloro-6-isopropylamino-s-triazine. This latter is reacted, in a second stage, with ethylamine and with a further quantity of sodium hydroxide with the subsequent formation of the desired product: 2-chloro-4-ethylamino-6-isopropylamino-s-triazine.